This data is from the Open Reaction Database (ORD), a public repository of structured organic reaction records. The task is: describe an organic reaction: reactants, conditions, products, and yield The reactants are C1CCOC1, Fc1cccc(F)n1, CN(C)C=O, O, c1cn[nH]c1. The product is Fc1cccc(-n2cccn2)n1. RXN SMILES: [CH2:19]1[O:20][CH2:21][CH2:22][CH2:23]1.[F:6][c:7]1[n:8][c:9]([F:13])[cH:10][cH:11][cH:12]1.[O:14]=[CH:15][N:16]([CH3:17])[CH3:18].[OH2:24].[nH:1]1[n:2][cH:3][cH:4][cH:5]1>>[n:1]1(-[c:9]2[n:8][c:7]([F:6])[cH:12][cH:11][cH:10]2)[n:2][cH:3][cH:4][cH:5]1. Starting materials: O=C([O-])O, Cc1nc[nH]n1, CS(C)=O, O=[N+]([O-])c1cc(F)c(F)c(F)c1, [Na+], O. Yields the product Cc1ncn(-c2c(F)cc([N+](=O)[O-])cc2F)n1. Reaction SMILES: [C:19](=[O:20])([OH:21])[O-:22].[CH3:1][c:2]1[n:3][nH:4][cH:5][n:6]1.[CH3:25][S:26]([CH3:27])=[O:28].[F:7][c:8]1[c:9]([F:18])[c:10]([F:17])[cH:11][c:12]([N+:14](=[O:15])[O-:16])[cH:13]1.[Na+:23].[OH2:24]>>[CH3:1][c:2]1[n:3][n:4](-[c:9]2[c:8]([F:7])[cH:13][c:12]([N+:14](=[O:15])[O-:16])[cH:11][c:10]2[F:17])[cH:5][n:6]1. Starting materials: ClC1=CC=C(C=C1)C(N1CCNCC1)C1=CC=CC=C1 (1-[(4-Chlorophenyl)phenylmethyl]piperazine), C(C)N(S(=O)(=O)CCCCCCl)CC (N,N-diethyl-5-chloropentanesulfonamide). The solvent is C(C)N(C(C)C)C(C)C (N-ethyldiisopropylamine). Product: C(C)N(S(=O)(=O)CCCCCN1CCN(CC1)C(C1=CC=CC=C1)C1=CC=C(C=C1)Cl)CC (N,N-diethyl-5-[4-[(4-chlorophenyl)phenylmethyl]-1-piperazinyl]pentanesulfonamide). The yield is 92.0%. As a reaction SMILES: [Cl:1][C:2]1[CH:7]=[CH:6][C:5]([CH:8]([C:15]2[CH:20]=[CH:19][CH:18]=[CH:17][CH:16]=2)[N:9]2[CH2:14][CH2:13][NH:12][CH2:11][CH2:10]2)=[CH:4][CH:3]=1.[CH2:21]([N:23]([CH2:33][CH3:34])[S:24]([CH2:27][CH2:28][CH2:29][CH2:30][CH2:31]Cl)(=[O:26])=[O:25])[CH3:22]>C(N(C(C)C)C(C)C)C>[CH2:33]([N:23]([CH2:21][CH3:22])[S:24]([CH2:27][CH2:28][CH2:29][CH2:30][CH2:31][N:12]1[CH2:11][CH2:10][N:9]([CH:8]([C:5]2[CH:4]=[CH:3][C:2]([Cl:1])=[CH:7][CH:6]=2)[C:15]2[CH:16]=[CH:17][CH:18]=[CH:19][CH:20]=2)[CH2:14][CH2:13]1)(=[O:25])=[O:26])[CH3:34]. Reported procedure: 1-[(4-Chlorophenyl)phenylmethyl]piperazine (573.6 mg, 2.00 mmol) and N,N-diethyl-5-chloropentanesulfonamide (531.9 mg, 2.20 mmol) were refluxed in N-ethyldiisopropylamine (2 ml) for 6 hours. The reaction mixture was concentrated in vacuo, and water was added thereto. The mixture was extracted with chloroform. The chloroform layer was washed with water, and dried over anhydrous magnesium sulfate. Subsequently, the solvent was removed by evaporation in vacuo. The resulting crude product was purifi... The reactants are C1=CC=C(C=C1)[I+]C2=CC=CC=C2C(=O)[O-].O (diphenyliodonium-2-carboxylate monohydrate), NC=1C(=C(C=CC1)C(O)C)Cl (3-amino-2-chloro-α-methylbenzenemethanol), cupric acetate. The solvent is C(C)(C)O (isopropanol). Yields the product ClC1=C(C=CC=C1C(C)O)NC1=C(C(=O)O)C=CC=C1 ([2-chloro-3-(1-hydroxyethyl)phenylamino]benzoic acid). Isolated yield 65.6%. Reaction SMILES: C1C=CC([I+][C:8]2[C:13]([C:14]([O-:16])=[O:15])=[CH:12][CH:11]=[CH:10][CH:9]=2)=CC=1.O.[NH2:18][C:19]1[C:20]([Cl:28])=[C:21]([CH:25]([CH3:27])[OH:26])[CH:22]=[CH:23][CH:24]=1>C(O)(C)C>[Cl:28][C:20]1[C:21]([CH:25]([OH:26])[CH3:27])=[CH:22][CH:23]=[CH:24][C:19]=1[NH:18][C:8]1[CH:9]=[CH:10][CH:11]=[CH:12][C:13]=1[C:14]([OH:16])=[O:15] |f:0.1|. Reported procedure: A mixture of diphenyliodonium-2-carboxylate monohydrate (11.4 g, 33.3 mmol), 3-amino-2-chloro-α-methylbenzenemethanol (5.2 g, 30.3 mmol), and cupric acetate (0.5 g) in isopropanol (100 mL) is heated at reflux for 12 hours under an argon atmosphere. The solvent is evaporated under vacuum and the remaining dark oil is taken up in 10% aqueous KOH. The insoluble material is removed by filtration through Celite-545, and the filtrate is extracted with ether to remove nonacidic impurities. The aqueous ...